Dataset: the Open Reaction Database (ORD), a public repository of structured organic reaction records. Task: describe an organic reaction: reactants, conditions, products, and yield Starting materials: IV, IV, C(C)O (ethanol), O1CCCC1 (tetrahydrofuran), O1CCOCC1 (dioxan). The reagents and catalysts are [Pt] (Platinum), [Rh] (rhodium), [Pd] (palladium), [Pd] (palladium), [Rh] (rhodium), [Pt] (platinum), [Ni] (Raney nickel). The solvent is C(C)(=O)O (acetic acid). Product: CC1=CC(CC(O1)=O)=O (6-methyl-2H-pyran-2,4(3H)-dione). As a reaction SMILES: [CH2:1]([OH:3])[CH3:2].[O:4]1[CH2:8][CH2:7][CH2:6][CH2:5]1.[O:9]1CCOCC1>[Ni].[Pt].[Pd].[Rh].C(O)(=O)C>[CH3:8][C:7]1[O:3][C:1](=[O:9])[CH2:2][C:5](=[O:4])[CH:6]=1. Procedure: To hydrogenate the intermediate condensation product [IV] or [IVa] selectively into the final product [I] or [Ib] in the second step of the process according to the second aspect of the present invention, the intermediate condensation product [IV] or [IVa] is preferably subjected to a catalytic hydrogenation which can normally be carried out at room temperature and atmospheric pressure in the presence of a usual hydrogenation catalyst, e.g., platinum, palladium, rhodium, Raney nickel, etc. Plati... Starting materials: O=C([O-])O, CCN(CC)c1ccccc1, Cc1ccccc1, [Na+], COc1ccc(-c2c(C)nn3c(O)c4c(nc23)CCC4)c(C)c1, O=P(Cl)(Cl)Cl. Yields the product COc1ccc(-c2c(C)nn3c(Cl)c4c(nc23)CCC4)c(C)c1. Reaction SMILES: [C:24](=[O:25])([OH:26])[O-:27].[CH2:41]([N:42]([CH2:43][CH3:44])[c:45]1[cH:46][cH:47][cH:48][cH:49][cH:50]1)[CH3:51].[CH3:34][c:35]1[cH:36][cH:37][cH:38][cH:39][cH:40]1.[Na+:28].[OH:1][c:2]1[c:3]2[c:4]([n:5][c:6]3[n:7]1[n:8][c:9]([CH3:20])[c:10]3-[c:11]1[c:12]([CH3:19])[cH:13][c:14]([O:17][CH3:18])[cH:15][cH:16]1)[CH2:21][CH2:22][CH2:23]2.[P:29]([Cl:30])([Cl:31])([Cl:32])=[O:33]>>[c:2]1([Cl:31])[c:3]2[c:4]([n:5][c:6]3[n:7]1[n:8][c:9]([CH3:20])[c:10]3-[c:11]1[c:12]([CH3:19])[cH:13][c:14]([O:17][CH3:18])[cH:15][cH:16]1)[CH2:21][CH2:22][CH2:23]2. Reactants: P(=O)(Cl)(Cl)Cl (phosphorus oxychloride), CN(C=O)C (N,N-dimethylformamide), OC1=CC(=NN1C)C1=CC(=C(C=C1)OC)C (5-hydroxy-3-(4-methoxy-3-methyl-phenyl)-1-methyl-1H-pyrazole). Product: ClC1=C(C(=NN1C)C1=CC(=C(C=C1)OC)C)C=O (5-chloro-4-formyl-3-(4-methoxy-3-methyl-phenyl)-1-methyl-1H-pyrazole). Isolated yield 55.9%. RXN SMILES: P(Cl)(Cl)([Cl:3])=O.O[C:7]1[N:11]([CH3:12])[N:10]=[C:9]([C:13]2[CH:18]=[CH:17][C:16]([O:19][CH3:20])=[C:15]([CH3:21])[CH:14]=2)[CH:8]=1.CN(C)[CH:24]=[O:25]>>[Cl:3][C:7]1[N:11]([CH3:12])[N:10]=[C:9]([C:13]2[CH:18]=[CH:17][C:16]([O:19][CH3:20])=[C:15]([CH3:21])[CH:14]=2)[C:8]=1[CH:24]=[O:25]. Reported procedure: At 0° C., to phosphorus oxychloride 56 g was added N,N-dimethylformamide 4.0 g and the resulting mixture was stirred for a half hour. Thereto was added 5-hydroxy-3-(4-methoxy-3-methyl-phenyl)-1-methyl-1H-pyrazole (described in Reference preparation example 90) 9.3 g. The resulting mixture was stirred for seven hours and the reaction solvent was distilled off under reduced pressure. To the reaction mixture was added ice water 100 ml and the resulting mixture was extracted with ethyl acetate. The ... The reactants are ClC=1C=C(C=C(C1)Cl)C1(CC(=NS1)C1=CC(=C(C(=O)N)C=C1)C)C(F)(F)F (4-[5-(3,5-dichlorophenyl)-5-(trifluoromethyl)-4H-isothiazol-3-yl]-2-methyl-benzamide), COC(N(C)C)OC (N,N-Dimethylformamide dimethylacetal), Cl.CON (O-methylhydroxylamine hydrochloride), [OH-].[Na+] (sodium hydroxide). Run in O (water), C(C)(=O)O (acetic acid). Run at time 10 minute. Yields the product ClC=1C=C(C=C(C1)Cl)C1(CC(=NS1)C1=CC(=C(C(=O)N/C=N/OC)C=C1)C)C(F)(F)F (4-[5-(3,5-dichlorophenyl)-5-(trifluoromethyl)-4H-isothiazol-3-yl]-N-[(E)-methoxyiminomethyl]-2-methyl-benzamide). Reaction SMILES: [Cl:1][C:2]1[CH:3]=[C:4]([C:9]2([C:24]([F:27])([F:26])[F:25])[S:13][N:12]=[C:11]([C:14]3[CH:22]=[CH:21][C:17]([C:18]([NH2:20])=[O:19])=[C:16]([CH3:23])[CH:15]=3)[CH2:10]2)[CH:5]=[C:6]([Cl:8])[CH:7]=1.[CH3:28]OC(OC)N(C)C.Cl.[CH3:37][O:38][NH2:39].[OH-].[Na+]>O.C(O)(=O)C>[Cl:1][C:2]1[CH:3]=[C:4]([C:9]2([C:24]([F:25])([F:27])[F:26])[S:13][N:12]=[C:11]([C:14]3[CH:22]=[CH:21][C:17]([C:18]([NH:20]/[CH:28]=[N:39]/[O:38][CH3:37])=[O:19])=[C:16]([CH3:23])[CH:15]=3)[CH2:10]2)[CH:5]=[C:6]([Cl:8])[CH:7]=1 |f:2.3,4.5|. Reported procedure: A solution of 4-[5-(3,5-dichlorophenyl)-5-(trifluoromethyl)-4H-isothiazol-3-yl]-2-methyl-benzamide (200 mg) and N,N-Dimethylformamide dimethylacetal (4 mL) was refluxed under argon for one hour then the solution was concentrated in vacuo. The residue was dissolved in 1,4-dioxane (2 mL) and a solution of O-methylhydroxylamine hydrochloride (2.8 eq.) and sodium hydroxide (6 eq.) in water (1.6 mL) and acetic acid (1.6 mL) was added. The solution was stirred at rt for 10 minutes. It was then quenche... The reactants are C(CCC)[Sn](CCCC)=O (dibutyltin oxide), C[Si](C)(C)N=[N+]=[N-] (trimethylsilyl azide), C(CCCC)#N (valeronitrile). Solvent: C1(=CC=CC=C1)C (toluene). Yields the product C(CCC)C1=NN=NN1 (5-n-Butyltetrazole). Isolated yield 84.9%. Reaction SMILES: [C:1](#[N:6])[CH2:2][CH2:3][CH2:4][CH3:5].C([Sn](=O)CCCC)CCC.C[Si]([N:21]=[N+:22]=[N-:23])(C)C>C1(C)C=CC=CC=1>[CH2:2]([C:1]1[NH:23][N:22]=[N:21][N:6]=1)[CH2:3][CH2:4][CH3:5]. Procedure details: Following the procedure described in Example 21, valeronitrile (845 mg, 10.16 mmol) was reacted with dibutyltin oxide (254 mg, 1.02 mmol) and trimethylsilyl azide (2.70 ml, 19.8 mmol) in toluene (20 mL) to give 1.088 g (85%) of the title compound. 1H NMR (CDCl3, 300 MHz) δ0.95 (t, J=7 Hz, 3H), 1.43 (sextet, J=7 Hz, 2H), 1.87 (pentet, J=7 Hz, 2H), 3.12 (t, J=7 Hz, 2H). 13C NMR (CDCl3, 75 MHz) 13.42, 22.04, 23.08, 29.62, 156.94. IR (CDCl3) 2900, 1555 cm-1. MS (DCl/NH3) m/e 127 (M+H)+, 144 (M+H+NH3... Reactants: Cl (HCl), [H-].[Na+] (Sodium hydride), C1(=CC=CC=C1)P(C1=CC=CC=C1)=O (diphenylphosphine oxide), cyclohexane epoxide. Run in CN(C=O)C (dimethylformamide). Run at time 2 hour. Yields the product C1(=CC=CC=C1)P(=O)([C@H]1[C@@H](CCCC1)P(=O)(C1=CC=CC=C1)C1=CC=CC=C1)C1=CC=CC=C1 (trans-1,2-bis(diphenylphosphinyl)cyclohexane). The yield is 138.5%. RXN SMILES: [H-].[Na+].[C:3]1([PH:9](=[O:16])[C:10]2[CH:15]=[CH:14][CH:13]=[CH:12][CH:11]=2)[CH:8]=[CH:7][CH:6]=[CH:5][CH:4]=1.Cl>CN(C)C=O>[C:3]1([P:9]([C:3]2[CH:8]=[CH:7][CH:6]=[CH:5][CH:4]=2)([C@@H:10]2[CH2:15][CH2:14][CH2:13][CH2:12][C@H:11]2[P:9]([C:10]2[CH:15]=[CH:14][CH:13]=[CH:12][CH:11]=2)([C:3]2[CH:4]=[CH:5][CH:6]=[CH:7][CH:8]=2)=[O:16])=[O:16])[CH:4]=[CH:5][CH:6]=[CH:7][CH:8]=1 |f:0.1|. Procedure details: Sodium hydride (0.34 g; 14.16 mmol) was added to a stirred solution of diphenylphosphine oxide (2.8 g; 13.86 mmol) in dimethylformamide (30 ml) at room temperature under argon. To the yellow solution was then added cyclohexane epoxide (0.68 g; 6.94 mmol) and the reaction mixture was warmed to 70° C. The yellow color slowly faded and after 2 hours a white precipitate had formed. The mixture was cooled, acidified with dilute HCl and the product extracted with chloroform. The removal of all solvent... Reactants: CCO, CCC(C)S, O=[N+]([O-])c1cc([N+](=O)[O-])c2nc(C(F)(F)F)[nH]c2c1Cl, [Na], O. Product: CCC(C)Sc1c([N+](=O)[O-])cc([N+](=O)[O-])c2nc(C(F)(F)F)[nH]c12. RXN SMILES: [CH3:28][CH2:29][OH:30].[CH3:2][CH:3]([CH2:4][CH3:5])[SH:6].[Cl:7][c:8]1[c:9]([N+:24](=[O:25])[O-:26])[cH:10][c:11]([N+:21](=[O:22])[O-:23])[c:12]2[n:13][c:14]([C:17]([F:18])([F:19])[F:20])[nH:15][c:16]12.[Na:1].[OH2:27]>>[CH3:2][CH:3]([CH2:4][CH3:5])[S:6][c:8]1[c:9]([N+:24](=[O:25])[O-:26])[cH:10][c:11]([N+:21](=[O:22])[O-:23])[c:12]2[n:13][c:14]([C:17]([F:18])([F:19])[F:20])[nH:15][c:16]12. Reactants: C(C1=CC=CC=C1)OC1=C(C=C2C(=C(C=NC2=C1)C#N)Cl)OC (7-benzyloxy-4-chloro-6-methoxy-quinoline-3-carbonitrile), B(Cl)(Cl)Cl (boron trichloride). As a reaction SMILES: C([O:8][C:9]1[CH:18]=[C:17]2[C:12]([C:13]([Cl:21])=[C:14]([C:19]#[N:20])[CH:15]=[N:16]2)=[CH:11][C:10]=1[O:22][CH3:23])C1C=CC=CC=1.B(Cl)(Cl)Cl>C(Cl)Cl>[Cl:21][C:13]1[C:12]2[C:17](=[CH:18][C:9]([OH:8])=[C:10]([O:22][CH3:23])[CH:11]=2)[N:16]=[CH:15][C:14]=1[C:19]#[N:20]. Yield: 19.2%. Run at temperature 0 celsius, time 1 hour. Product: ClC1=C(C=NC2=CC(=C(C=C12)OC)O)C#N (4-chloro-7-hydroxy-6-methoxy-quinoline-3-carbonitrile). Solvent: C(Cl)Cl (methylene chloride). Procedure: A stirred suspension of 0.54 g of 7-benzyloxy-4-chloro-6-methoxy-quinoline-3-carbonitrile in 10 ml of methylene chloride was cooled to 0° C. To this was added 10 ml of boron trichloride (1M in methylene chloride). The mixture darkened as it warmed to room temperature and a solid precipitated out. After stirring for 1 hour, no further reaction was observed. The solid (unreacted starting material) was filtered off, the remaining solution was cooled to 0° C. and quenched by the dropwise addition of...